From a dataset of the Open Reaction Database (ORD), a public repository of structured organic reaction records. describe an organic reaction: reactants, conditions, products, and yield The reactants are CC1(N=CC2=C3C(C(C(C2C1=O)CCCl)=O)=NC(=N3)C3=CC=C(C=C3)Cl)C (7,7-dimethyl-2-(4-chlorophenyl)-5-(2-chloro-ethyl)-5H,7H-imidazo[4,5-h]isoquinoline-4,6-dione), CNCCC1=CC(=C(C=C1)OC)OC (N-methyl-N-(2-(3,4-dimethoxy-phenyl)-ethyl)-amine). Run in C(Cl)(Cl)Cl (chloroform). Run at temperature 150 celsius. Product: Cl.Cl.CC1(N=CC2=C3C(C(C(C2C1=O)CCN(CCC1=CC(=C(C=C1)OC)OC)C)=O)=NC(=N3)C3=CC=C(C=C3)Cl)C (7,7-Dimethyl-2-(4-chloro-phenyl)-5-[2-(N-methyl-N-(2-(3,4-dimethoxy-phenyl)-ethyl)-amino)-ethyl]-5H,7H-imidazo[4,5-h]-isoquinoline-4,6-dione dihydrochloride). As a reaction SMILES: [CH3:1][C:2]1([CH3:27])[C:11](=[O:12])[CH:10]2[C:5](=[C:6]3[N:19]=[C:18]([C:20]4[CH:25]=[CH:24][C:23]([Cl:26])=[CH:22][CH:21]=4)[N:17]=[C:7]3[C:8](=[O:16])[CH:9]2[CH2:13][CH2:14][Cl:15])[CH:4]=[N:3]1.[CH3:28][NH:29][CH2:30][CH2:31][C:32]1[CH:37]=[CH:36][C:35]([O:38][CH3:39])=[C:34]([O:40][CH3:41])[CH:33]=1>C(Cl)(Cl)Cl>[ClH:15].[ClH:15].[CH3:27][C:2]1([CH3:1])[C:11](=[O:12])[CH:10]2[C:5](=[C:6]3[N:19]=[C:18]([C:20]4[CH:25]=[CH:24][C:23]([Cl:26])=[CH:22][CH:21]=4)[N:17]=[C:7]3[C:8](=[O:16])[CH:9]2[CH2:13][CH2:14][N:29]([CH3:28])[CH2:30][CH2:31][C:32]2[CH:37]=[CH:36][C:35]([O:38][CH3:39])=[C:34]([O:40][CH3:41])[CH:33]=2)[CH:4]=[N:3]1 |f:3.4.5|. Procedure details: A mixture consisting of 1.5 gm of 7,7-dimethyl-2-(4-chlorophenyl)-5-(2-chloro-ethyl)-5H,7H-imidazo[4,5-h]isoquinoline-4,6-dione and 1.7 gm of N-methyl-N-(2-(3,4-dimethoxy-phenyl)-ethyl)-amine was heated at 150° C. for 3 hours. After cooling the reaction mixture was dissolved in chloroform, and the solution was washed with water. The chloroform phase was evaporated, and the residue was chromatographed on a silicagel column (eluant: chloroform/acetone 19:1). The dihydrochloride was precipitated fr... Reactants: [OH-].[Na+] (sodium hydroxide), CO\C(\C(=O)OC)=C/C1=CC=C(C=C1)C1=CC(=CC=C1)N(C(=O)NCCC1=CC=CC=C1)C (methyl (Z)-2-methoxy-3-[3′-(1-methyl-3-phenethylureido)biphenyl-4-yl]acrylate), C(C)(=O)O (acetic acid). The solvent is O1CCCC1 (tetrahydrofuran). Reaction conditions: temperature 68 celsius, time 4 hour. Product: CO\C(\C(=O)O)=C/C1=CC=C(C=C1)C1=CC(=CC=C1)N(C(=O)NCCC1=CC=CC=C1)C ((Z)-2-methoxy-3-[3′-(1-methyl-3-phenethylureido)biphenyl-4-yl]acrylic acid). Isolated yield 105.6%. As a reaction SMILES: [OH-].[Na+].[CH3:3][O:4]/[C:5](=[CH:10]\[C:11]1[CH:16]=[CH:15][C:14]([C:17]2[CH:22]=[CH:21][CH:20]=[C:19]([N:23]([CH3:35])[C:24]([NH:26][CH2:27][CH2:28][C:29]3[CH:34]=[CH:33][CH:32]=[CH:31][CH:30]=3)=[O:25])[CH:18]=2)=[CH:13][CH:12]=1)/[C:6]([O:8]C)=[O:7].C(O)(=O)C>O1CCCC1>[CH3:3][O:4]/[C:5](=[CH:10]\[C:11]1[CH:12]=[CH:13][C:14]([C:17]2[CH:22]=[CH:21][CH:20]=[C:19]([N:23]([CH3:35])[C:24]([NH:26][CH2:27][CH2:28][C:29]3[CH:30]=[CH:31][CH:32]=[CH:33][CH:34]=3)=[O:25])[CH:18]=2)=[CH:15][CH:16]=1)/[C:6]([OH:8])=[O:7] |f:0.1|. Procedure: 1.7 mL (1.7 mmol) of aqueous 1 N sodium hydroxide solution are added to a solution of 0.5 g (1.1 mmol) of methyl (Z)-2-methoxy-3-[3′-(1-methyl-3-phenethylureido)biphenyl-4-yl]acrylate in 10 mL of tetrahydrofuran. The reaction medium is heated at 68° C. and stirred for 4 hours. The reaction medium is acidified with 2 mL of 1 N acetic acid solution and extracted with ethyl acetate. The organic phase is washed with water, dried over magnesium sulfate, filtered and evaporated. The residue obtained i... Reactants: C1CCOC1, COC(=O)c1cccc(-c2nc3ccccn3c2-c2ccnc(Nc3ccc(N4CCOCC4)cc3OC)n2)c1, C[Si](C)(C)[N-][Si](C)(C)C, Nc1c(F)cccc1F, [Na+]. Yields the product COc1cc(N2CCOCC2)ccc1Nc1nccc(-c2c(-c3cccc(C(=O)Nc4c(F)cccc4F)c3)nc3ccccn23)n1. RXN SMILES: [CH2:60]1[O:61][CH2:62][CH2:63][CH2:64]1.[CH3:1][O:2][c:3]1[c:4]([NH:15][c:16]2[n:17][cH:18][cH:19][c:20](-[c:22]3[c:23](-[c:31]4[cH:32][c:33]([C:34]([O:36][CH3:35])=[O:37])[cH:38][cH:39][cH:40]4)[n:24][c:25]4[n:26]3[cH:27][cH:28][cH:29][cH:30]4)[n:21]2)[cH:5][cH:6][c:7]([N:9]2[CH2:10][CH2:11][O:12][CH2:13][CH2:14]2)[cH:8]1.[CH3:51][Si:52]([N-:53][Si:54]([CH3:55])([CH3:56])[CH3:57])([CH3:58])[CH3:59].[F:41][c:42]1[c:43]([NH2:44])[c:45]([F:49])[cH:46][cH:47][cH:48]1.[Na+:50]>>[CH3:1][O:2][c:3]1[c:4]([NH:15][c:16]2[n:17][cH:18][cH:19][c:20](-[c:22]3[c:23](-[c:31]4[cH:32][c:33]([C:34](=[O:36])[NH:44][c:43]5[c:42]([F:41])[cH:48][cH:47][cH:46][c:45]5[F:49])[cH:38][cH:39][cH:40]4)[n:24][c:25]4[n:26]3[cH:27][cH:28][cH:29][cH:30]4)[n:21]2)[cH:5][cH:6][c:7]([N:9]2[CH2:10][CH2:11][O:12][CH2:13][CH2:14]2)[cH:8]1. The reactants are O1C2C1C1=C(OC2(C)C)C=CC=C1 (3,4-Epoxy-3,4-dihydro-2,2-dimethyl-2H-benzo[b]pyran), [N-]=[N+]=[N-].[Na+] (sodium azide), O (water). The solvent is O1CCOCC1 (dioxane). Yields the product N(=[N+]=[N-])[C@@H]1C2=C(OC([C@H]1O)(C)C)C=CC=C2 (trans-4-azido-3,4-dihydro-2,2-dimethyl-2H-benzo[b]-pyran-3-ol). RXN SMILES: [O:1]1[CH:3]2[C:4]3[CH:13]=[CH:12][CH:11]=[CH:10][C:5]=3[O:6][C:7]([CH3:9])([CH3:8])[CH:2]12.[N-:14]=[N+:15]=[N-:16].[Na+].O>O1CCOCC1>[N:14]([C@H:3]1[C@H:2]([OH:1])[C:7]([CH3:9])([CH3:8])[O:6][C:5]2[CH:10]=[CH:11][CH:12]=[CH:13][C:4]1=2)=[N+:15]=[N-:16] |f:1.2|. Procedure details: 3,4-Epoxy-3,4-dihydro-2,2-dimethyl-2H-benzo[b]pyran (3.00g.) and sodium azide (1.23g.; an excess) were refluxed in dioxane (25 ml.) and water (5 ml.) mixture for 24 hours. Dilution with water and extraction via diethyl ether gave trans-4-azido-3,4-dihydro-2,2-dimethyl-2H-benzo[b]-pyran-3-ol (3.06g.) as needles from 60°-80° petroleum ether m.p. 70° - 71°. To a solution of the hydroxy azide (2.90g.) in acetone (50 ml.) containing concentrated hydrochloric acid (10 ml.) was added with stirring and ... Starting materials: CCOCC, CN(C)C=O, O=C(Cl)C(=O)Cl, ClCCCl, NC(=O)Cc1ccc(F)cc1, CN(C)C(=O)Nc1cc(Oc2ccc(N)cc2F)ncn1. Yields the product CN(C)C(=O)Nc1cc(Oc2ccc(NC(=O)NC(=O)Cc3ccc(F)cc3)cc2F)ncn1. As a reaction SMILES: [CH3:39][CH2:40][O:41][CH2:42][CH3:43].[CH3:48][N:49]([CH3:50])[CH:51]=[O:52].[Cl:12][C:13](=[O:14])[C:15]([Cl:16])=[O:17].[Cl:44][CH2:45][CH2:46][Cl:47].[F:1][c:2]1[cH:3][cH:4][c:5]([CH2:8][C:9](=[O:10])[NH2:11])[cH:6][cH:7]1.[NH2:18][c:19]1[cH:20][c:21]([F:38])[c:22]([O:23][c:24]2[cH:25][c:26]([NH:30][C:31]([N:32]([CH3:33])[CH3:34])=[O:35])[n:27][cH:28][n:29]2)[cH:36][cH:37]1>>[F:1][c:2]1[cH:3][cH:4][c:5]([CH2:8][C:9](=[O:10])[NH:11][C:13](=[O:14])[NH:18][c:19]2[cH:20][c:21]([F:38])[c:22]([O:23][c:24]3[cH:25][c:26]([NH:30][C:31]([N:32]([CH3:33])[CH3:34])=[O:35])[n:27][cH:28][n:29]3)[cH:36][cH:37]2)[cH:6][cH:7]1. The reactants are CC(CCCCC)NC1=CC=CC=C1 (N-(1-methylhexyl)aniline), BrCCC (1-bromopropane). Yields the product CC(CCCCC)N(C1=CC=CC=C1)CCC (N-(1-Methylhexyl)-N-propylaniline). As a reaction SMILES: [CH3:1][CH:2]([NH:8][C:9]1[CH:14]=[CH:13][CH:12]=[CH:11][CH:10]=1)[CH2:3][CH2:4][CH2:5][CH2:6][CH3:7].Br[CH2:16][CH2:17][CH3:18]>>[CH3:1][CH:2]([N:8]([CH2:16][CH2:17][CH3:18])[C:9]1[CH:10]=[CH:11][CH:12]=[CH:13][CH:14]=1)[CH2:3][CH2:4][CH2:5][CH2:6][CH3:7]. Reported procedure: N-(1-Methylhexyl)-N-propylaniline was prepared from N-(1-methylhexyl)aniline (as in Example 2i)) and 1-bromopropane using the same method as in Example 2ii). Reactants: N1C(C(=O)O)CCCC1 (pipecolinic acid), COC1=C(C=CC(=C1)[N+](=O)[O-])N=C=O (2-methoxy-4-nitrophenylisocyanate), [OH-].[Na+] (NaOH). Run in C1CCOC1 (THF). The product is COC1=C(C=CC(=C1)[N+](=O)[O-])N1C(N2C(CCCC2)C1=O)=O (2-(2-methoxy-4-nitrophenyl)tetrahydroimidazo[1,5-a]pyridine-1,3(2H,5H)-dione). Isolated yield 62.3%. RXN SMILES: [NH:1]1[CH2:9][CH2:8][CH2:7][CH2:6][CH:2]1[C:3]([OH:5])=O.[CH3:10][O:11][C:12]1[CH:17]=[C:16]([N+:18]([O-:20])=[O:19])[CH:15]=[CH:14][C:13]=1[N:21]=[C:22]=[O:23].[OH-].[Na+]>C1COCC1>[CH3:10][O:11][C:12]1[CH:17]=[C:16]([N+:18]([O-:20])=[O:19])[CH:15]=[CH:14][C:13]=1[N:21]1[C:3](=[O:5])[CH:2]2[CH2:6][CH2:7][CH2:8][CH2:9][N:1]2[C:22]1=[O:23] |f:2.3|. Procedure: A mixture of pipecolinic acid (500 mg; 3.87 mmol), 2-methoxy-4-nitrophenylisocyanate (902 mg; 4.65 mmol) and 9:1 THF:2 M NaOH were reacted in a microwave vessel at 160° C. for 10 min. The reaction mixture was then cooled to rt and purified by column chromatography (1:1, EtOAc:hexanes) to afford 736 mg of 2-(2-methoxy-4-nitrophenyl)tetrahydroimidazo[1,5-a]pyridine-1,3(2H,5H)-dione, 1.1.1, (62%). The reactants are BrC=1C=C(C=C(C1OC)C)CCC(=O)OCC (ethyl 3-(3bromo-4-methoxy-5-methylphenyl)propionate), aqueous solution, [OH-].[Na+] (sodium hydroxide), Cl (HCl). The solvent is CO (methanol). Conditions: time 18 hour. The product is BrC=1C=C(C=C(C1OC)C)CCC(=O)O (3-(3-Bromo-4-methoxy-5-methylphenyl)propionic acid). The yield is 96.1%. As a reaction SMILES: [Br:1][C:2]1[CH:3]=[C:4]([CH2:11][CH2:12][C:13]([O:15]CC)=[O:14])[CH:5]=[C:6]([CH3:10])[C:7]=1[O:8][CH3:9].[OH-].[Na+].Cl>CO>[Br:1][C:2]1[CH:3]=[C:4]([CH2:11][CH2:12][C:13]([OH:15])=[O:14])[CH:5]=[C:6]([CH3:10])[C:7]=1[O:8][CH3:9] |f:1.2|. Procedure: To a solution of 17.0 g (56.4 mmol) of ethyl 3-(3bromo-4-methoxy-5-methylphenyl)propionate in methanol (30 ml) was added a 8N aqueous solution of sodium hydroxide (200 ml). The mixture was stirred for 18 hours at room temperature. The reaction mixture was acidified with 5N HCl, which was subjected to extraction with chloroform. The extract solution was washed with brine, which was dried over anhydrous magnesium sulfate. The solvent was distilled off under reduced pressure to give 14.8 g (yield 9...